From a dataset of the Open Reaction Database (ORD), a public repository of structured organic reaction records. describe an organic reaction: reactants, conditions, products, and yield Starting materials: NC1=C(C=CC=2C[C@H]3N(CC[C@@](C21)([C@@H]3C)C)C(C(F)(F)F)=O)O (1-[(2R,6R,11S)-7-Amino-8-hydroxy-6,11-dimethyl-1,2,5,6-tetrahydro-4H-2,6-methano-benzo[d]azocin-3-yl]-2,2,2-trifluoro-ethanone), C(C)(OC)(OC)OC (trimethyl orthoacetate). Reported procedure: 1-[(2R,6R,11S)-7-Amino-8-hydroxy-6,11-dimethyl-1,2,5,6-tetrahydro-4H-2,6-methano-benzo[d]azocin-3-yl]-2,2,2-trifluoro-ethanone (200 mg) taken up in trimethyl orthoacetate (1 mL) is heated at 100° C. for 3 h. After cooling to ambient temperature, the mixture is concentrated and the residue is triturated with little methanol and dried to give the title compound. Product: FC(C(=O)N1[C@@H]2CC3=C([C@](CC1)([C@@H]2C)C)C2=C(C=C3)OC(N2)C)(F)F (2,2,2-Trifluoro-1-[(7R,11R,12S)-6,7,8,9,10,11-hexahydro-2,11,12-trimethyl-7,11-methano-1H-oxazolo[4,5-h][3]benzazocin-8-yl]-ethanone). As a reaction SMILES: [NH2:1][C:2]1[C:13]2[C@@:12]3([CH3:16])[C@H:14]([CH3:15])[C@H:8]([N:9]([C:17](=[O:22])[C:18]([F:21])([F:20])[F:19])[CH2:10][CH2:11]3)[CH2:7][C:6]=2[CH:5]=[CH:4][C:3]=1[OH:23].[C:24](OC)(OC)(OC)[CH3:25]>>[F:20][C:18]([F:21])([F:19])[C:17]([N:9]1[CH2:10][CH2:11][C@:12]2([CH3:16])[C@H:14]([CH3:15])[C@H:8]1[CH2:7][C:6]1[CH:5]=[CH:4][C:3]3[O:23][CH:24]([CH3:25])[NH:1][C:2]=3[C:13]=12)=[O:22]. Reaction conditions: temperature 100 celsius. Starting materials: C1(CCCC1)=C1C(OC(OC1=O)(C)C)=O (5-cyclopentylidene-2,2-dimethyl-1,3-dioxane-4,6-dione), [C-]#N.[K+] (potassium cyanide). The product is CC1(OC(C(C(O1)=O)C1(CCCC1)C#N)=O)C (1-(2,2-dimethyl-4,6-dioxo-1,3-dioxan-5-yl)cyclopentanecarbonitrile). RXN SMILES: [C:1]1(=[C:6]2[C:11](=[O:12])[O:10][C:9]([CH3:14])([CH3:13])[O:8][C:7]2=[O:15])[CH2:5][CH2:4][CH2:3][CH2:2]1.[C-:16]#[N:17].[K+]>>[CH3:14][C:9]1([CH3:13])[O:10][C:11](=[O:12])[CH:6]([C:1]2([C:16]#[N:17])[CH2:2][CH2:3][CH2:4][CH2:5]2)[C:7](=[O:15])[O:8]1 |f:1.2|. Reported procedure: This compound was prepared by using procedures analogous to those described for the synthesis of Example 120, Step 2 starting from 5-cyclopentylidene-2,2-dimethyl-1,3-dioxane-4,6-dione and potassium cyanide. Starting materials: RuBr2[(S,S)-xylskewphos], C(C)(=O)C1=CC=CC=C1 (acetophenone), [H][H] (hydrogen), CC(C)([O-])C.[K+] (potassium tert-butoxide), [H][H] (hydrogen). Run in C(C)O (ethanol). Conditions: temperature 40 celsius, time 19 hour. The product is C=1C=CC(=CC1)CCO (phenylethanol). The yield is 100.0%. As a reaction SMILES: CC(C)([O-:4])C.[K+].[C:7]([C:10]1[CH:15]=[CH:14][CH:13]=[CH:12][CH:11]=1)(=O)[CH3:8].[H][H]>C(O)C>[CH:13]1[CH:12]=[CH:11][C:10]([CH2:7][CH2:8][OH:4])=[CH:15][CH:14]=1 |f:0.1|. Procedure details: In an autoclave, 1.32 mg of RuBr2[(S,S)-xylskewphos] (3,5-Me2pica) (1.29×10−3 mmol, S/C=10000) and 5.79 mg of potassium tert-butoxide (5.16×10−2 mmol) are placed, and replaced with argon gas. Under argon gas flow, 1.5 mL of acetophenone (12.9 mmol) and 2.9 mL of ethanol was added while measuring by a syringe, pressurized with hydrogen to 10 atm, stirred at 40° C. for 19 hours, then the reduction of the hydrogen pressure was confirmed and phenylethanol was obtained at 100% yield. The optical puri... Reactants: CCOC(=O)c1c(-c2ccc(-c3ccccc3[N+](=O)[O-])cc2)c(C#N)cn1C, CCO, CCOC(C)=O. Yields the product CCOC(=O)c1c(-c2ccc(-c3ccccc3N)cc2)c(C#N)cn1C. RXN SMILES: [CH2:4]([CH3:5])[O:6][C:7](=[O:8])[c:9]1[n:10]([CH3:31])[cH:11][c:12]([C:29]#[N:30])[c:13]1-[c:14]1[cH:15][cH:16][c:17](-[c:20]2[c:21]([N+:26]([O-:27])=[O:28])[cH:22][cH:23][cH:24][cH:25]2)[cH:18][cH:19]1.[CH3:1][CH2:2][OH:3].[CH3:32][CH2:33][O:34][C:35](=[O:36])[CH3:37]>>[CH2:4]([CH3:5])[O:6][C:7](=[O:8])[c:9]1[n:10]([CH3:31])[cH:11][c:12]([C:29]#[N:30])[c:13]1-[c:14]1[cH:15][cH:16][c:17](-[c:20]2[c:21]([NH2:26])[cH:22][cH:23][cH:24][cH:25]2)[cH:18][cH:19]1. Starting materials: CC(C)(C)[Si](C)(C)Cl, Cl, COC(=O)C1Cc2ccc(O)cc2CN1. The product is COC(=O)C1Cc2ccc(O[Si](C)(C)C(C)(C)C)cc2CN1. RXN SMILES: [C:17]([CH3:18])([CH3:19])([CH3:20])[Si:21]([CH3:22])([CH3:23])[Cl:24].[ClH:1].[OH:2][c:3]1[cH:4][cH:5][c:6]2[c:11]([cH:12]1)[CH2:10][NH:9][CH:8]([C:13](=[O:14])[O:15][CH3:16])[CH2:7]2>>[O:2]([c:3]1[cH:4][cH:5][c:6]2[c:11]([cH:12]1)[CH2:10][NH:9][CH:8]([C:13](=[O:14])[O:15][CH3:16])[CH2:7]2)[Si:21]([C:17]([CH3:18])([CH3:19])[CH3:20])([CH3:22])[CH3:23]. Starting materials: [N+](=O)([O-])C1=CC=C(C(=O)O[C@](CC)(C(F)(F)F)C=2N=NN(C2)CC2=CC=C3C(=CC(=NC3=C2)C#N)C(CBr)=O)C=C1 ((S)-1-(1-{[4-(bromoacetyl)-2-cyanoquinolin-7-yl]methyl}-1H-1,2,3-triazol-4-yl)-1-(trifluoromethyl)propyl 4-nitrobenzoate), C(C)(=S)N (thioacetamide). Run in CN(C)C=O (DMF), C(C)(=O)OCC (ethyl acetate). Yields the product [N+](=O)([O-])C1=CC=C(C(=O)O[C@](CC)(C(F)(F)F)C=2N=NN(C2)CC2=CC=C3C(=CC(=NC3=C2)C#N)C=2N=C(SC2)C)C=C1 ((1S)-1-(1-{[2-cyano-4-(2-methyl-1,3-thiazol-4-yl)quinolin-7-yl]methyl}-1H-1,2,3-triazol-4-yl)-1-(trifluoromethyl)propyl 4-nitrobenzoate). Reaction SMILES: [N+:1]([C:4]1[CH:41]=[CH:40][C:7]([C:8]([O:10][C@@:11]([C:18]2[N:19]=[N:20][N:21]([CH2:23][C:24]3[CH:33]=[C:32]4[C:27]([C:28]([C:36](=O)[CH2:37]Br)=[CH:29][C:30]([C:34]#[N:35])=[N:31]4)=[CH:26][CH:25]=3)[CH:22]=2)([C:14]([F:17])([F:16])[F:15])[CH2:12][CH3:13])=[O:9])=[CH:6][CH:5]=1)([O-:3])=[O:2].[C:42]([NH2:45])(=[S:44])[CH3:43]>CN(C=O)C.C(OCC)(=O)C>[N+:1]([C:4]1[CH:5]=[CH:6][C:7]([C:8]([O:10][C@@:11]([C:18]2[N:19]=[N:20][N:21]([CH2:23][C:24]3[CH:33]=[C:32]4[C:27]([C:28]([C:36]5[N:45]=[C:42]([CH3:43])[S:44][CH:37]=5)=[CH:29][C:30]([C:34]#[N:35])=[N:31]4)=[CH:26][CH:25]=3)[CH:22]=2)([C:14]([F:16])([F:17])[F:15])[CH2:12][CH3:13])=[O:9])=[CH:40][CH:41]=1)([O-:3])=[O:2]. Procedure: A solution of 1-(1-{[4-(bromoacetyl)-2-cyanoquinolin-7-yl]methyl}-1H-1,2,3-triazol-4-yl)-1-(trifluoromethyl)propyl 4-nitrobenzoate (see Example 52, Step 2) (65 mg, 0.1 mmol) and thioacetamide (9 mg, 0.11 mmol) in DMF (1 mL) was stirred at 100° C. overnight. The reaction mixture was diluted in ethyl acetate, washed with water, brine and dried over MgSO4. The crude compound was purified on silica gel (eluting solvent: 3% acetone in dichloromethane) to give the desired product. 1H NMR (acetone-d6):...